This data is from the Open Reaction Database (ORD), a public repository of structured organic reaction records. The task is: describe an organic reaction: reactants, conditions, products, and yield The reactants are C=1OC(=C2C1C=CC=C2)CC(=O)N(C)C(CN2CC(CC2)O[Si](C)(C)C(C)(C)C)C2=CC(=CC=C2)OCC2=CC=CC=C2 (2-Benzofuran-3-yl-N-{1-(3-benzyloxy-phenyl)-2-[3-(tert-butyl-dimethyl-silanyloxy)-pyrrolidin-1-yl]-ethyl}-N-methyl-acetamide). Reagents/catalysts: [Pd] (palladium on charcoal). Run in C(C)O (ethanol). Conditions: time 5.5 hour. The product is C=1OC(=C2C1C=CC=C2)CC(=O)N(C)C(CN2CC(CC2)O[Si](C)(C)C(C)(C)C)C2=CC(=CC=C2)O (2-Benzofuran-3-yl-N-[2-[3-(tert-butyl-dimethyl-silanyloxy)-pyrrolidin-1-yl]-1-(3-hydroxy-phenyl)-ethyl]-N-methyl-acetamide). RXN SMILES: [CH:1]1[O:2][C:3]([CH2:10][C:11]([N:13]([CH:15]([C:30]2[CH:35]=[CH:34][CH:33]=[C:32]([O:36]CC3C=CC=CC=3)[CH:31]=2)[CH2:16][N:17]2[CH2:21][CH2:20][CH:19]([O:22][Si:23]([C:26]([CH3:29])([CH3:28])[CH3:27])([CH3:25])[CH3:24])[CH2:18]2)[CH3:14])=[O:12])=[C:4]2[CH:9]=[CH:8][CH:7]=[CH:6][C:5]=12>C(O)C.[Pd]>[CH:1]1[O:2][C:3]([CH2:10][C:11]([N:13]([CH:15]([C:30]2[CH:35]=[CH:34][CH:33]=[C:32]([OH:36])[CH:31]=2)[CH2:16][N:17]2[CH2:21][CH2:20][CH:19]([O:22][Si:23]([C:26]([CH3:28])([CH3:29])[CH3:27])([CH3:24])[CH3:25])[CH2:18]2)[CH3:14])=[O:12])=[C:4]2[CH:9]=[CH:8][CH:7]=[CH:6][C:5]=12. Procedure: A solution of Example 24 (3.00 g, 5.01 mmol) in absolute ethanol (50 mL) with palladium on charcoal (0.34 g) was hydrogenated at 30° C. and 50 psi for 5.5 hours. The catalyst was removed by filtration through Celite and the filtrate concentrated in vacuo to give the product, 2.195 g. This was used without further purification. Starting materials: O=C(Cl)C(=O)Cl, NCCCCN1CCC(n2nnc3ccccc32)CC1, O=C(O)C=Cc1cccnc1. The product is O=C(C=Cc1cccnc1)NCCCCN1CCC(n2nnc3ccccc32)CC1. RXN SMILES: [Cl:12][C:13]([C:14]([Cl:15])=[O:16])=[O:17].[n:18]1([CH:27]2[CH2:28][CH2:29][N:30]([CH2:33][CH2:34][CH2:35][CH2:36][NH2:37])[CH2:31][CH2:32]2)[n:19][n:20][c:21]2[c:22]1[cH:23][cH:24][cH:25][cH:26]2.[n:1]1[cH:2][c:3]([CH:7]=[CH:8][C:9](=[O:10])[OH:11])[cH:4][cH:5][cH:6]1>>[n:1]1[cH:2][c:3]([CH:7]=[CH:8][C:9](=[O:11])[NH:37][CH2:36][CH2:35][CH2:34][CH2:33][N:30]2[CH2:29][CH2:28][CH:27]([n:18]3[n:19][n:20][c:21]4[c:22]3[cH:23][cH:24][cH:25][cH:26]4)[CH2:32][CH2:31]2)[cH:4][cH:5][cH:6]1. Reactants: CS(=O)(=O)NC1=CC2=C(C(C(=CO2)N(CC(=O)OC)C=O)=O)C=C1OC1=CC=CC=C1 (7-methylsulfonylamino- 3-(N-formyl-N-methoxycarbonylmethylamino)-6-phenoxy-4H-1-benzopyran-4-one), Cl (hydrochloric acid). Run in [OH-].[Na+] (sodium hydroxide). Reaction conditions: time 1.5 hour. The product is CS(=O)(=O)NC1=CC2=C(C(C(=CO2)N(C=O)CC(=O)O)=O)C=C1OC1=CC=CC=C1 (7-methylsulfonylamino-3-(N-carboxymethyl-N-formylamino)-6-phenoxy-4H-1-benzopyran-4-one). Yield: 82.6%. RXN SMILES: [CH3:1][S:2]([NH:5][C:6]1[C:24]([O:25][C:26]2[CH:31]=[CH:30][CH:29]=[CH:28][CH:27]=2)=[CH:23][C:9]2[C:10](=[O:22])[C:11]([N:14]([CH:20]=[O:21])[CH2:15][C:16]([O:18]C)=[O:17])=[CH:12][O:13][C:8]=2[CH:7]=1)(=[O:4])=[O:3].Cl>[OH-].[Na+]>[CH3:1][S:2]([NH:5][C:6]1[C:24]([O:25][C:26]2[CH:31]=[CH:30][CH:29]=[CH:28][CH:27]=2)=[CH:23][C:9]2[C:10](=[O:22])[C:11]([N:14]([CH2:15][C:16]([OH:18])=[O:17])[CH:20]=[O:21])=[CH:12][O:13][C:8]=2[CH:7]=1)(=[O:3])=[O:4] |f:2.3|. Reported procedure: In 45 ml of a 1N aqueous sodium hydroxide solution was dissolved 4.46 g of 7-methylsulfonylamino- 3-(N-formyl-N-methoxycarbonylmethylamino)-6-phenoxy-4H-1-benzopyran-4-one. The solution was stirred for 1.5 hours at 25°-30° C. The solution was then adjusted to pH 3 with 4N hydrochloric acid and extracted with two 50-ml portions of ethyl acetate. The extracts (the organic layers) were combined, washed with water and a saturated aqueous sodium chloride solution in this order, and dried with anhydro... Starting materials: C(C1=CC=CC=C1)OC=1C=C(C=C2C=C(NC12)C=1SC(CN1)CC(=O)OCC)OC1=CC=C(C=C1)S(=O)(=O)C (Ethyl (2-{7-(benzyloxy)-5-[4-(methylsulfonyl)phenoxy]-1H-indol-2-yl}-4,5-dihydro-1,3-thiazol-5-yl)acetate). Run in O1CCCC1 (tetrahydrofuran), C(C)O (ethanol), [OH-].[Na+] (sodium hydroxide). Conditions: time 10 minute. The product is C(C1=CC=CC=C1)OC=1C=C(C=C2C=C(NC12)C=1SC(CN1)CC(=O)O)OC1=CC=C(C=C1)S(=O)(=O)C ((2-{7-(Benzyloxy)-5-[4-(methylsulfonyl)phenoxy]-1H-indol-2-yl}-4,5-dihydro-1,3-thiazol-5-yl)acetic acid). Yield: 67.3%. As a reaction SMILES: [CH2:1]([O:8][C:9]1[CH:10]=[C:11]([O:29][C:30]2[CH:35]=[CH:34][C:33]([S:36]([CH3:39])(=[O:38])=[O:37])=[CH:32][CH:31]=2)[CH:12]=[C:13]2[C:17]=1[NH:16][C:15]([C:18]1[S:19][CH:20]([CH2:23][C:24]([O:26]CC)=[O:25])[CH2:21][N:22]=1)=[CH:14]2)[C:2]1[CH:7]=[CH:6][CH:5]=[CH:4][CH:3]=1>O1CCCC1.C(O)C.[OH-].[Na+]>[CH2:1]([O:8][C:9]1[CH:10]=[C:11]([O:29][C:30]2[CH:31]=[CH:32][C:33]([S:36]([CH3:39])(=[O:37])=[O:38])=[CH:34][CH:35]=2)[CH:12]=[C:13]2[C:17]=1[NH:16][C:15]([C:18]1[S:19][CH:20]([CH2:23][C:24]([OH:26])=[O:25])[CH2:21][N:22]=1)=[CH:14]2)[C:2]1[CH:7]=[CH:6][CH:5]=[CH:4][CH:3]=1 |f:3.4|. Reported procedure: Ethyl (2-{7-(benzyloxy)-5-[4-(methylsulfonyl)phenoxy]-1H-indol-2-yl}-4,5-dihydro-1,3-thiazol-5-yl)acetate (1.0 g) was dissolved in a mixed solvent of tetrahydrofuran (6 mL)-ethanol (6 mL), 1M aqueous sodium hydroxide solution (6 mL) was added, and the mixture was stirred at room temperature for 10 min. The reaction solution was concentrated under reduced pressure. Water was added to the residue, and the mixture was neutralized with 1M hydrochloric acid, and filtered. The obtained solid was washe... The product is Cc1ccc(Oc2ccc(Nc3ncnc4ccc(NC5=NC6(CCNCC6)CO5)cc34)cc2C)cn1. As a reaction SMILES: [C:1]([O:2][C:3](=[O:4])[N:8]1[CH2:9][CH2:10][C:11]2([CH2:12][O:13][C:14]([NH:16][c:17]3[cH:18][c:19]4[c:20]([NH:27][c:28]5[cH:29][c:30]([CH3:42])[c:31]([O:34][c:35]6[cH:36][n:37][c:38]([CH3:41])[cH:39][cH:40]6)[cH:32][cH:33]5)[n:21][cH:22][n:23][c:24]4[cH:25][cH:26]3)=[N:15]2)[CH2:43][CH2:44]1)([CH3:5])([CH3:6])[CH3:7].[CH2:52]([Cl:53])[Cl:54].[F:45][C:46]([F:47])([F:48])[C:49]([OH:50])=[O:51]>>[NH:8]1[CH2:9][CH2:10][C:11]2([CH2:12][O:13][C:14]([NH:16][c:17]3[cH:18][c:19]4[c:20]([NH:27][c:28]5[cH:29][c:30]([CH3:42])[c:31]([O:34][c:35]6[cH:36][n:37][c:38]([CH3:41])[cH:39][cH:40]6)[cH:32][cH:33]5)[n:21][cH:22][n:23][c:24]4[cH:25][cH:26]3)=[N:15]2)[CH2:43][CH2:44]1. The reactants are Cc1ccc(Oc2ccc(Nc3ncnc4ccc(NC5=NC6(CCN(C(=O)OC(C)(C)C)CC6)CO5)cc34)cc2C)cn1, ClCCl, O=C(O)C(F)(F)F.